From a dataset of the Open Reaction Database (ORD), a public repository of structured organic reaction records. describe an organic reaction: reactants, conditions, products, and yield Starting materials: O=C([O-])O, Cn1cc(C2CCC3(CC2)OCCO3)c2cc(C#N)ccc21, Cl, [Na+], C1CCOC1. Product: Cn1cc(C2CCC(=O)CC2)c2cc(C#N)ccc21. Reaction SMILES: [C:23](=[O:24])([OH:25])[O-:26].[CH2:1]1[O:2][C:4]2([O:3][CH2:22]1)[CH2:5][CH2:6][CH:7]([c:10]1[cH:11][n:12]([CH3:21])[c:13]3[cH:14][cH:15][c:16]([C:19]#[N:20])[cH:17][c:18]13)[CH2:8][CH2:9]2.[ClH:28].[Na+:27].[O:29]1[CH2:30][CH2:31][CH2:32][CH2:33]1>>[O:3]=[C:4]1[CH2:5][CH2:6][CH:7]([c:10]2[cH:11][n:12]([CH3:21])[c:13]3[cH:14][cH:15][c:16]([C:19]#[N:20])[cH:17][c:18]23)[CH2:8][CH2:9]1. The reactants are ClCCCBr, Oc1cccc(Cl)c1. The product is ClCCCOc1cccc(Cl)c1. As a reaction SMILES: [Br:9][CH2:10][CH2:11][CH2:12][Cl:13].[OH:1][c:2]1[cH:3][cH:4][cH:5][c:6]([Cl:7])[cH:8]1>>[O:1]([c:2]1[cH:3][cH:4][cH:5][c:6]([Cl:7])[cH:8]1)[CH2:10][CH2:11][CH2:12][Cl:13]. Reactants: ClC1=CC(=NC=C1)CO ((4-chloropyridin-2-yl)methanol), N1C=CC2=CC(=CC=C12)O (1H-indol-5-ol), C([O-])([O-])=O.[Cs+].[Cs+] (cesium carbonate), C(Cl)Cl (DCM). The solvent is CN(C)C=O (DMF), [Cl-].[Na+].O (brine). Run at temperature 160 celsius. The product is N1C=CC2=CC(=CC=C12)OC1=CC(=NC=C1)CO ((4-(1H-indol-5-yloxy)pyridin-2-yl)methanol). RXN SMILES: Cl[C:2]1[CH:7]=[CH:6][N:5]=[C:4]([CH2:8][OH:9])[CH:3]=1.[NH:10]1[C:18]2[C:13](=[CH:14][C:15]([OH:19])=[CH:16][CH:17]=2)[CH:12]=[CH:11]1.C(=O)([O-])[O-].[Cs+].[Cs+].C(Cl)Cl>CN(C=O)C.[Cl-].[Na+].O>[NH:10]1[C:18]2[C:13](=[CH:14][C:15]([O:19][C:2]3[CH:7]=[CH:6][N:5]=[C:4]([CH2:8][OH:9])[CH:3]=3)=[CH:16][CH:17]=2)[CH:12]=[CH:11]1 |f:2.3.4,7.8.9|. Procedure: To a solution of (4-chloropyridin-2-yl)methanol (384 mg, 2.67 mmol) in DMF (12 mL) is added 1H-indol-5-ol (534 mg, 4.01 mmol), and cesium carbonate (1307 mg, 4.01 mmol). The reaction is sealed and heated to 160° C. via microwave irradiation for 30 min. The reaction mixture is then cooled to room temperature and diluted brine and DCM. The resulting layers are separated and the aqueous layer is extracted three additional times with DCM. The organic layers are combined dried over anhydrous Na2SO4, ... Reaction SMILES: CS[C:3]1[N:8]2[CH:9]=[N:10][CH:11]=[C:7]2[CH:6]=[N:5][N:4]=1.[C:12]1([CH:18]([C:25]2[CH:30]=[CH:29][CH:28]=[CH:27][CH:26]=2)[N:19]2[CH2:24][CH2:23][NH:22][CH2:21][CH2:20]2)[CH:17]=[CH:16][CH:15]=[CH:14][CH:13]=1>C1(C)C(C)=CC=CC=1>[C:25]1([CH:18]([C:12]2[CH:17]=[CH:16][CH:15]=[CH:14][CH:13]=2)[N:19]2[CH2:20][CH2:21][N:22]([C:3]3[N:8]4[CH:9]=[N:10][CH:11]=[C:7]4[CH:6]=[N:5][N:4]=3)[CH2:23][CH2:24]2)[CH:26]=[CH:27][CH:28]=[CH:29][CH:30]=1. Yields the product C1(=CC=CC=C1)C(N1CCN(CC1)C1=NN=CC=2N1C=NC2)C2=CC=CC=C2 (4-(4-Diphenylmethyl-1-piperazinyl)imidazo[1,5-d]-as-triazine). Reactants: CSC1=NN=CC=2N1C=NC2 (4-(methylthio)-imidazo[1,5-d]-as-triazine), C1(=CC=CC=C1)C(N1CCNCC1)C1=CC=CC=C1 (N-diphenylmethylpiperazine). Procedure: A solution of 6.68 gm of 4-(methylthio)-imidazo[1,5-d]-as-triazine, 15.1 gm of N-diphenylmethylpiperazine and 50 ml of xylene is refluxed for 19 hours. Upon evaporation to dryness, the residue is chromatographed on a silica gel dry column. The product is recrystallized from ethanol and has a melting point equal to 192°-193° C. Solvent: C=1(C(=CC=CC1)C)C (xylene). Starting materials: NC=1C(=C(C=CC1F)O)F (3-amino-2,4-difluoro-phenol), C(=O)(O)[O-].[Na+] (NaHCO3), FC1=C(C(=O)O)C=C(C=C1C1=CC(=CC=C1)F)C (2-fluoro-3-(3-fluorophenyl)-5-methyl-benzoic acid), C(C(=O)Cl)(=O)Cl (oxalylchloride). Reagents/catalysts: CN(C)C=O (DMF). Run in C1CCOC1 (THF), C(Cl)Cl (CH2Cl2), O (water). Reaction conditions: time 1 hour. The product is FC1=C(C(=CC=C1O)F)NC(C1=C(C(=CC(=C1)C)C1=CC(=CC=C1)F)F)=O (N-(2,6-Difluoro-3-hydroxy-phenyl)-2-fluoro-3-(3-fluorophenyl)-5-methyl-benzamide). The yield is 23.1%. RXN SMILES: [F:1][C:2]1[C:10]([C:11]2[CH:16]=[CH:15][CH:14]=[C:13]([F:17])[CH:12]=2)=[CH:9][C:8]([CH3:18])=[CH:7][C:3]=1[C:4]([OH:6])=O.C(Cl)(=O)C(Cl)=O.[NH2:25][C:26]1[C:27]([F:34])=[C:28]([OH:33])[CH:29]=[CH:30][C:31]=1[F:32].C([O-])(O)=O.[Na+]>C(Cl)Cl.CN(C=O)C.C1COCC1.O>[F:34][C:27]1[C:28]([OH:33])=[CH:29][CH:30]=[C:31]([F:32])[C:26]=1[NH:25][C:4](=[O:6])[C:3]1[CH:7]=[C:8]([CH3:18])[CH:9]=[C:10]([C:11]2[CH:16]=[CH:15][CH:14]=[C:13]([F:17])[CH:12]=2)[C:2]=1[F:1] |f:3.4|. Procedure: To a stirred solution of 2-fluoro-3-(3-fluorophenyl)-5-methyl-benzoic acid (400 mg, 1.65 mmol, 1.1 eq) in CH2Cl2 (10 mL) was added oxalylchloride (0.5 mL, 5.9 mmol, 4.0 eq) and DMF (2 drops). The reaction was stirred for 1 h, then the solvent removed in vacuo and the residue dissolved in THF (10 mL). The solution was then added dropwise to a mixture of 3-amino-2,4-difluoro-phenol (intermediate X(a)) (212 mg. 1.50 mmol, 1.0 eq) and NaHCO3 (492 mg, 5.90 mmol, 4.0 eq) in THF (10 mL) at room tempera... Reactants: C(C)OC(=O)C1=C(N=C2N1C=1C=CC=CC1N2C2=C(C=C(C=C2)Cl)Cl)C(F)(F)F (8-(2,4-Dichloro-phenyl)-2-trifluoromethyl-8H-1,3a,8-triaza-cyclopenta[α]indene-3-carboxylic acid ethyl ester), C1(=CC=CC=C1)C (toluene), CC(C)C[AlH]CC(C)C (DIBAL-H), CO (methanol), Na2SO4-10H2O. Solvent: C(Cl)Cl (methylene chloride). Run at temperature 0 celsius, time 75 minute. Product: ClC1=C(C=CC(=C1)Cl)N1C=2N(C=3C=CC=CC13)C(=C(N2)C(F)(F)F)CO ([8-(2,4-Dichlorophenyl)-2-trifluoromethyl-8H-1,3a,8-triaza-cyclopenta[α]inden-3-yl]-methanol), solid. Isolated yield 100.0%. As a reaction SMILES: C([O:3][C:4]([C:6]1[N:10]2[C:11]3[CH:12]=[CH:13][CH:14]=[CH:15][C:16]=3[N:17]([C:18]3[CH:23]=[CH:22][C:21]([Cl:24])=[CH:20][C:19]=3[Cl:25])[C:9]2=[N:8][C:7]=1[C:26]([F:29])([F:28])[F:27])=O)C.C1(C)C=CC=CC=1.CC(C[AlH]CC(C)C)C.CO>C(Cl)Cl>[Cl:25][C:19]1[CH:20]=[C:21]([Cl:24])[CH:22]=[CH:23][C:18]=1[N:17]1[C:16]2[CH:15]=[CH:14][CH:13]=[CH:12][C:11]=2[N:10]2[C:6]([CH2:4][OH:3])=[C:7]([C:26]([F:29])([F:28])[F:27])[N:8]=[C:9]12. Reported procedure: To a solution of 8-(2,4-Dichloro-phenyl)-2-trifluoromethyl-8H-1,3a,8-triaza-cyclopenta[α]indene-3-carboxylic acid ethyl ester (490 mg, 1.11 mmol) in methylene chloride (20 mL), was added at 0° C. a toluene solution of DIBAL-H (5.55 mL, 5.55 mmol). After stirring at 0° C. for 75 min, the reaction mixture was cooled down to −78° C. and methanol (2.2 mL) was added dropwise, followed by additions of ground Na2SO4-10H2O (15.2 g) and celite (2.6 mL). The resulting mixture was warmed up to room tempera... Starting materials: CC(C)(C)[Si](C)(C)Cl, CCc1ccc(F)c(O)c1, CN(C)C=O, c1c[nH]cn1. Yields the product CCc1ccc(F)c(O[Si](C)(C)C(C)(C)C)c1. RXN SMILES: [C:11]([CH3:12])([CH3:13])([CH3:14])[Si:15]([CH3:16])([CH3:17])[Cl:18].[CH2:1]([CH3:2])[c:3]1[cH:4][cH:5][c:6]([F:10])[c:7]([OH:9])[cH:8]1.[O:24]=[CH:25][N:26]([CH3:27])[CH3:28].[nH:19]1[cH:20][cH:21][n:22][cH:23]1>>[CH2:1]([CH3:2])[c:3]1[cH:4][cH:5][c:6]([F:10])[c:7]([O:9][Si:15]([C:11]([CH3:12])([CH3:13])[CH3:14])([CH3:16])[CH3:17])[cH:8]1.